This data is from the Open Reaction Database (ORD), a public repository of structured organic reaction records. The task is: describe an organic reaction: reactants, conditions, products, and yield Starting materials: CC(C)(C)OC(=O)NC1CCC(O)CC1, ClCCl, C[N+]1([O-])CCOCC1, CCC[N+](CCC)(CCC)CCC, O=[Ru](=O)(=O)[O-]. Yields the product CC(C)(C)OC(=O)NC1CCC(=O)CC1. RXN SMILES: [C:1]([CH3:2])([CH3:3])([CH3:4])[O:5][C:6]([NH:7][CH:8]1[CH2:9][CH2:10][CH:11]([OH:14])[CH2:12][CH2:13]1)=[O:15].[CH2:24]([Cl:25])[Cl:26].[CH3:16][N+:17]1([O-:18])[CH2:19][CH2:20][O:21][CH2:22][CH2:23]1.[CH3:32][CH2:33][CH2:34][N+:35]([CH2:36][CH2:37][CH3:38])([CH2:39][CH2:40][CH3:41])[CH2:42][CH2:43][CH3:44].[O-:27][Ru:28](=[O:29])(=[O:30])=[O:31]>>[C:1]([CH3:2])([CH3:3])([CH3:4])[O:5][C:6]([NH:7][CH:8]1[CH2:9][CH2:10][C:11](=[O:14])[CH2:12][CH2:13]1)=[O:15]. Starting materials: F[B-](F)(F)F.FC[P+](C1=CC=CC=C1)(C1=CC=CC=C1)C1=CC=CC=C1 (fluoromethyl triphenylphosphonium tetrafluoroborate), CC(C)(C)[O-].[K+] (potassium tert-butylate), SC[C@]12CCC(C=C1CC[C@H]1[C@@H]3CCC([C@@]3(C)CC[C@H]21)=O)=O (19-mercapto-4-androstene-3,17-dione). Solvent: O1CCCC1 (tetrahydrofuran), O1CCCC1 (tetrahydrofuran), Cl (hydrochloric acid). Reaction conditions: temperature 0 celsius. Yields the product FC=C1C=C2CC[C@H]3[C@@H]4CCC([C@@]4(C)CC[C@@H]3[C@]2(CC1)CS)=O (3-fluoromethylene-19-mercapto-4-androsten-17-one). Yield: 47.7%. RXN SMILES: F[B-](F)(F)F.[F:6][CH2:7][P+](C1C=CC=CC=1)(C1C=CC=CC=1)C1C=CC=CC=1.CC([O-])(C)C.[K+].[SH:33][CH2:34][C@@:35]12[C@@H:52]3[C@H:43]([C@H:44]4[C@@:48]([CH2:50][CH2:51]3)([CH3:49])[C:47](=[O:53])[CH2:46][CH2:45]4)[CH2:42][CH2:41][C:40]1=[CH:39][C:38](=O)[CH2:37][CH2:36]2>O1CCCC1.Cl>[F:6][CH:7]=[C:38]1[CH2:37][CH2:36][C@@:35]2([CH2:34][SH:33])[C:40]([CH2:41][CH2:42][C@@H:43]3[C@@H:52]2[CH2:51][CH2:50][C@@:48]2([CH3:49])[C@H:44]3[CH2:45][CH2:46][C:47]2=[O:53])=[CH:39]1 |f:0.1,2.3|. Reported procedure: 17.2 g of fluoromethyl triphenylphosphonium tetrafluoroborate is suspended in 120 ml of tetrahydrofuran and mixed at 25° C. by portions with 7.8 g of potassium tert-butylate. Stirring is continued for one more hour, it is cooled to 0° C. and 1.5 g of 19-mercapto-4-androstene-3,17-dione (European patent 100,556) is instilled in 10 ml of tetrahydrofuran and stirring is continud for 30 more minutes. Then it is neutralized in 1N hydrochloric acid, the reaction mixture is added to waer, extracted 4 t... Starting materials: Cn1ncnc1CO, Cc1ccc(S(=O)(=O)Oc2nn3c(-c4ccccc4F)nnc(C)c3c2C2CCCC2)cc1, [H-], [Na+], CN(C)C=O, O. Product: Cc1nnc(-c2ccccc2F)n2nc(OCc3ncnn3C)c(C3CCCC3)c12. RXN SMILES: [CH3:34][n:35]1[n:36][cH:37][n:38][c:39]1[CH2:40][OH:41].[CH:1]1([c:6]2[c:7]([O:23][S:24]([c:25]3[cH:26][cH:27][c:28]([CH3:29])[cH:30][cH:31]3)(=[O:32])=[O:33])[n:8][n:9]3[c:10](-[c:16]4[c:17]([F:22])[cH:18][cH:19][cH:20][cH:21]4)[n:11][n:12][c:13]([CH3:15])[c:14]23)[CH2:2][CH2:3][CH2:4][CH2:5]1.[H-:42].[Na+:43].[O:45]=[CH:46][N:47]([CH3:48])[CH3:49].[OH2:44]>>[CH:1]1([c:6]2[c:7]([O:23][CH2:40][c:39]3[n:35]([CH3:34])[n:36][cH:37][n:38]3)[n:8][n:9]3[c:10](-[c:16]4[c:17]([F:22])[cH:18][cH:19][cH:20][cH:21]4)[n:11][n:12][c:13]([CH3:15])[c:14]23)[CH2:2][CH2:3][CH2:4][CH2:5]1. The reactants are FC1=C(C=C(OC2=CC=NC3=C(C=CC=C23)N)C=C1)C(F)(F)F (4-(4-fluoro-3-(trifluoromethyl)phenoxy)quinolin-8-amine), CCN(C(C)C)C(C)C (DIPEA), ClC1=CC=C(C(=C1C(=O)O)F)CNC(C(C)(C)C)=O (6-chloro-2-fluoro-3-(pivalamidomethyl)benzoic acid), C(C(=O)Cl)(=O)Cl (oxalyl chloride). Reagents/catalysts: CN(C)C=O (DMF). Solvent: C(Cl)Cl (CH2Cl2). The product is ClC1=CC=C(C(=C1C(=O)NC=1C=CC=C2C(=CC=NC12)OC1=CC(=C(C=C1)F)C(F)(F)F)F)CNC(C(C)(C)C)=O (6-Chloro-2-fluoro-N-(4-(4-fluoro-3-(trifluoromethyl)phenoxy)quinolin-8-yl)-3-(pivalamidomethyl)benzamide). The yield is 32.8%. RXN SMILES: [F:1][C:2]1[CH:19]=[CH:18][C:5]([O:6][C:7]2[C:16]3[C:11](=[C:12]([NH2:17])[CH:13]=[CH:14][CH:15]=3)[N:10]=[CH:9][CH:8]=2)=[CH:4][C:3]=1[C:20]([F:23])([F:22])[F:21].[Cl:24][C:25]1[C:30]([C:31](O)=[O:32])=[C:29]([F:34])[C:28]([CH2:35][NH:36][C:37](=[O:42])[C:38]([CH3:41])([CH3:40])[CH3:39])=[CH:27][CH:26]=1.C(Cl)(=O)C(Cl)=O.CCN(C(C)C)C(C)C>CN(C=O)C.C(Cl)Cl>[Cl:24][C:25]1[C:30]([C:31]([NH:17][C:12]2[CH:13]=[CH:14][CH:15]=[C:16]3[C:11]=2[N:10]=[CH:9][CH:8]=[C:7]3[O:6][C:5]2[CH:18]=[CH:19][C:2]([F:1])=[C:3]([C:20]([F:23])([F:21])[F:22])[CH:4]=2)=[O:32])=[C:29]([F:34])[C:28]([CH2:35][NH:36][C:37](=[O:42])[C:38]([CH3:40])([CH3:39])[CH3:41])=[CH:27][CH:26]=1. Procedure: The title compound was prepared following the procedure described in Example-1 using 4-(4-fluoro-3-(trifluoromethyl)phenoxy)quinolin-8-amine (Intermediate-44, 60 mg, 0.18 mmol), 6-chloro-2-fluoro-3-(pivalamidomethyl)benzoic acid (Intermediate-2, 80 mg, 0.27 mmol), oxalyl chloride (52 mg, 0.41 mmol), DMF (1 drop) and DIPEA (70 mg, 0.54 mmol) in CH2Cl2 (2 mL) to afford 35 mg of the title product. 1H NMR (300 MHz, DMSO-d6): δ 10.75 (s, 1H), 8.79 (d, J=7.5 Hz, 1H), 8.71 (d, J=5.1 Hz, 1H), 8.16 (t, 1... Starting materials: CC(C(COC1=C(C=C(C=C1)C(CC)(CC)C1=CC2=C(S1)C=C(C=C2)C(=O)O)C)=O)(C)C (2-{1-[4-(3,3-Dimethyl-2-oxo-butoxy)-3-methyl-phenyl]-1-ethyl-propyl}-benzo[b]thiophene-6-carboxylic acid), [BH4-].[Na+] (NaBH4). Yields the product C(C)C(CC)(C1=CC(=C(C=C1)OCC(C(C)(C)C)O)C)C1=CC2=C(S1)C=C(C=C2)C(=O)O (2-{1-Ethyl-1-[4-(2-hydroxy-3,3-dimethyl-butoxy)-3-methyl-phenyl]-propyl}-benzo[b]thiophene-6-carboxylic acid). Isolated yield 99.6%. Reaction SMILES: [CH3:1][C:2]([CH3:32])([CH3:31])[C:3](=[O:30])[CH2:4][O:5][C:6]1[CH:11]=[CH:10][C:9]([C:12]([C:17]2[S:21][C:20]3[CH:22]=[C:23]([C:26]([OH:28])=[O:27])[CH:24]=[CH:25][C:19]=3[CH:18]=2)([CH2:15][CH3:16])[CH2:13][CH3:14])=[CH:8][C:7]=1[CH3:29].[BH4-].[Na+]>>[CH2:13]([C:12]([C:17]1[S:21][C:20]2[CH:22]=[C:23]([C:26]([OH:28])=[O:27])[CH:24]=[CH:25][C:19]=2[CH:18]=1)([C:9]1[CH:10]=[CH:11][C:6]([O:5][CH2:4][CH:3]([OH:30])[C:2]([CH3:31])([CH3:32])[CH3:1])=[C:7]([CH3:29])[CH:8]=1)[CH2:15][CH3:16])[CH3:14] |f:1.2|. Reported procedure: 2-{1-[4-(3,3-Dimethyl-2-oxo-butoxy)-3-methyl-phenyl]-1-ethyl-propyl}-benzo[b]thiophene-6-carboxylic acid (53 mg, 0.117 mmol) is reduced by NaBH4 (9 mg, 0.234 mmol) as in a reaction analogous to Example 2 to afford the title compound (53 mg, 99%). Procedure details: A mixture of 3-(2,4-difluorophenylamino)-4-nitrobenzonitrile (6.9 g) and 24% sodium hydroxide solution (50 ml) in ethanol (50 ml) was refluxed for 2 hours. The mixture was poured into ice-water (400 ml) and acidified with hydrochloric acid. The precipitate was filtered and washed with water to give red brown needles of 3-(2,4-difluorophenylamino)-4-nitrobenzoic acid (7.1 g). Product: FC1=C(C=CC(=C1)F)NC=1C=C(C(=O)O)C=CC1[N+](=O)[O-] (3-(2,4-difluorophenylamino)-4-nitrobenzoic acid). As a reaction SMILES: [F:1][C:2]1[CH:7]=[C:6]([F:8])[CH:5]=[CH:4][C:3]=1[NH:9][C:10]1[CH:11]=C([CH:15]=[CH:16][C:17]=1[N+:18]([O-:20])=[O:19])C#N.[OH-:21].[Na+].Cl.[CH2:24]([OH:26])[CH3:25]>>[F:1][C:2]1[CH:7]=[C:6]([F:8])[CH:5]=[CH:4][C:3]=1[NH:9][C:10]1[CH:11]=[C:25]([CH:15]=[CH:16][C:17]=1[N+:18]([O-:20])=[O:19])[C:24]([OH:21])=[O:26] |f:1.2|. Starting materials: Cl (hydrochloric acid), FC1=C(C=CC(=C1)F)NC=1C=C(C#N)C=CC1[N+](=O)[O-] (3-(2,4-difluorophenylamino)-4-nitrobenzonitrile), [OH-].[Na+] (sodium hydroxide), C(C)O (ethanol), ice water. Product: Nc1cnc(-c2cccc(O)c2)cn1. As a reaction SMILES: [CH2:18]([Cl:19])[Cl:20].[NH2:1][c:2]1[n:3][cH:4][c:5](-[c:8]2[cH:9][c:10]([O:14][CH3:15])[cH:11][cH:12][cH:13]2)[n:6][cH:7]1.[Na+:17].[OH-:16]>>[NH2:1][c:2]1[n:3][cH:4][c:5](-[c:8]2[cH:9][c:10]([OH:14])[cH:11][cH:12][cH:13]2)[n:6][cH:7]1. Starting materials: ClCCl, COc1cccc(-c2cnc(N)cn2)c1, [Na+], [OH-]. RXN SMILES: [C:1]([CH3:2])([CH3:3])([CH3:4])[CH:5]1[CH2:6][CH2:7][CH:8]([O:11][c:12]2[cH:13][c:14]3[cH:15][cH:16][c:17]([C:22]4([CH3:28])[NH:23][C:24](=[O:27])[O:25][CH2:26]4)[cH:18][c:19]3[cH:20][cH:21]2)[CH2:9][CH2:10]1.[CH2:33]1[O:34][CH2:35][CH2:36][CH2:37]1.[CH3:31][I:32].[H-:29].[Na+:30].[O:38]=[CH:39][N:40]([CH3:41])[CH3:42]>>[C:1]([CH3:2])([CH3:3])([CH3:4])[CH:5]1[CH2:6][CH2:7][CH:8]([O:11][c:12]2[cH:13][c:14]3[cH:15][cH:16][c:17]([C:22]4([CH3:28])[N:23]([CH3:31])[C:24](=[O:27])[O:25][CH2:26]4)[cH:18][c:19]3[cH:20][cH:21]2)[CH2:9][CH2:10]1. Product: CN1C(=O)OCC1(C)c1ccc2cc(OC3CCC(C(C)(C)C)CC3)ccc2c1. Reactants: CC1(c2ccc3cc(OC4CCC(C(C)(C)C)CC4)ccc3c2)COC(=O)N1, C1CCOC1, CI, [H-], [Na+], CN(C)C=O. The reactants are [Al+3], CC(=O)N1CCC(C(=O)Cl)CC1, [Cl-], [Cl-], [Cl-], ClCCl, O, CSc1ccccc1. Product: CSc1ccc(C(=O)C2CCN(C(C)=O)CC2)cc1. As a reaction SMILES: [Al+3:2].[C:5]([CH3:6])(=[O:7])[N:8]1[CH2:9][CH2:10][CH:11]([C:14](=[O:15])[Cl:16])[CH2:12][CH2:13]1.[Cl-:1].[Cl-:3].[Cl-:4].[Cl:26][CH2:27][Cl:28].[OH2:25].[c:17]1([S:23][CH3:24])[cH:18][cH:19][cH:20][cH:21][cH:22]1>>[C:5]([CH3:6])(=[O:7])[N:8]1[CH2:9][CH2:10][CH:11]([C:14](=[O:15])[c:20]2[cH:19][cH:18][c:17]([S:23][CH3:24])[cH:22][cH:21]2)[CH2:12][CH2:13]1.